Dataset: the Open Reaction Database (ORD), a public repository of structured organic reaction records. Task: describe an organic reaction: reactants, conditions, products, and yield Reactants: FC(C(=O)N1CCC2=C(C(C1)C)C=CC(=C2)C=2N(N=CC2)C)(F)F (N-trifluoroacetyl-7-(2-Methyl-2H-pyrazol-3-yl)-1-methyl-2,3,4,5-tetrahydro-1H-3-benzazepine), BrN1C(CCC1=O)=O (N-bromosuccinimide). The solvent is ClCCl (dichloromethane). Run at time 8 hour. Product: FC(C(=O)N1CCC2=C(C(C1)C)C=CC(=C2)C=2N(N=CC2Br)C)(F)F (N-Trifluoroacetyl-7-(4-bromo-2-Methyl-2H-pyrazol-3-yl)-1-methyl-2,3,4,5-tetrahydro-1H-3-benzazepine). Yield: 108.4%. RXN SMILES: [F:1][C:2]([F:24])([F:23])[C:3]([N:5]1[CH2:11][CH:10]([CH3:12])[C:9]2[CH:13]=[CH:14][C:15]([C:17]3[N:18]([CH3:22])[N:19]=[CH:20][CH:21]=3)=[CH:16][C:8]=2[CH2:7][CH2:6]1)=[O:4].[Br:25]N1C(=O)CCC1=O>ClCCl>[F:24][C:2]([F:1])([F:23])[C:3]([N:5]1[CH2:11][CH:10]([CH3:12])[C:9]2[CH:13]=[CH:14][C:15]([C:17]3[N:18]([CH3:22])[N:19]=[CH:20][C:21]=3[Br:25])=[CH:16][C:8]=2[CH2:7][CH2:6]1)=[O:4]. Procedure details: To a solution of N-trifluoroacetyl-7-(2-Methyl-2H-pyrazol-3-yl)-1-methyl-2,3,4,5-tetrahydro-1H-3-benzazepine (30 mg, 0.082 mmol) in dichloromethane (1 mL) was treated with N-bromosuccinimide (15.3 mg, 0.086 mmol) and stirred overnight at 20 C. The product mixture was absorbed on silica and purified by flash chromatography (2-5% MeOH in CH2Cl2, silica) resulting in 37 mg of a white crystalline solid. MS calculated for C17H17BrF3N3O+H: 416, observed: 416.